From a dataset of the Open Reaction Database (ORD), a public repository of structured organic reaction records. describe an organic reaction: reactants, conditions, products, and yield RXN SMILES: [Cl:1][C:2]1[CH:11]=[CH:10][C:9]([Cl:12])=[C:8]2[C:3]=1[C:4]([C:14]1[N:19]=[C:18]([O:20][CH3:21])[CH:17]=[C:16]([O:22][CH3:23])[N:15]=1)([OH:13])[O:5][C:6]2=[O:7].CO.[CH:26]([NH2:29])([CH3:28])[CH3:27]>C(Cl)Cl>[CH:26]([NH3+:29])([CH3:28])[CH3:27].[Cl:1][C:2]1[C:3]([C:4]([C:14]2[N:15]=[C:16]([O:22][CH3:23])[CH:17]=[C:18]([O:20][CH3:21])[N:19]=2)=[O:13])=[C:8]([C:9]([Cl:12])=[CH:10][CH:11]=1)[C:6]([O-:7])=[O:5] |f:4.5|. Procedure details: 24.13 g of 4,7-dichloro-3-(4,6-dimethoxy-2-pyrimidinyl)-3-hydroxyphthalide is slurried in 500 ml of methylene dichloride and 200 ml of methanol and 125 ml of freshly distilled isopropylamine added. The mixture is heated to reflux and the solution filtered, cooled and stripped. The solid is dried in vacuum for 4 hrs at 45° C. to give the title product m.p. 194°-196° C. Starting materials: ClC1=C2C(OC(=O)C2=C(C=C1)Cl)(O)C1=NC(=CC(=N1)OC)OC (4,7-dichloro-3-(4,6-dimethoxy-2-pyrimidinyl)-3-hydroxyphthalide), CO (methanol), C(C)(C)N (isopropylamine). Solvent: C(Cl)Cl (methylene dichloride). The product is C(C)(C)[NH3+].ClC=1C(=C(C(=O)[O-])C(=CC1)Cl)C(=O)C1=NC(=CC(=N1)OC)OC (3,6-dichloro-2-[(4,6-dimethoxy-2-pyrimidinyl)carbonyl]benzoic acid, isopropylammonium salt). Starting materials: C(C[C@H](C(=O)O)N)C[C@@H](C(=O)O)N.NCC(=O)O (meso-DAP (D)GlyOH), CN1CCOCC1 (N-methylmorpholine), C(OCC(C)C)(=O)Cl (isobutyl chlorocarbonate), N([C@H](CCCCN)C(=O)O)C(=O)OCC1=CC=CC=C1 (Z-D-LysOH), C[Si](C)(C)C(C(=O)N)[Si](C)(C)C (bis(trimethylsilyl)acetamide). The solvent is C(Cl)Cl (methylene chloride), CN(C=O)C (dimethylformamide), C(Cl)Cl (methylene chloride). Conditions: temperature -40 celsius, time 30 minute. Product: N([C@H](C)C(=O)ON1C(=O)CCC1=O)C(=O)OC(C)(C)C (Boc-D-Ala-OSu). Reaction SMILES: C([CH2:8][C@H:9]([NH2:13])[C:10]([OH:12])=[O:11])C[C@@H](N)C(O)=O.NC[C:16]([OH:18])=[O:17].CN1CC[O:23]CC1.C(Cl)(=O)O[CH2:28][CH:29]([CH3:31])[CH3:30].[NH:34]([C:44]([O:46]CC1C=CC=CC=1)=O)[C@@H:35](C(O)=O)[CH2:36][CH2:37]CCN.C[Si](C([Si](C)(C)C)C(N)=O)(C)C>C(Cl)Cl.CN(C)C=O>[NH:13]([C:16]([O:18][C:29]([CH3:28])([CH3:30])[CH3:31])=[O:17])[C@@H:9]([C:10]([O:12][N:34]1[C:35](=[O:23])[CH2:36][CH2:37][C:44]1=[O:46])=[O:11])[CH3:8] |f:0.1|. Procedure: To a mixture of D-Lac(OAc)-L-Ala-D-GluOBzl (2) (1.20 g) and N-methylmorpholine (0.28 ml) in methylene chloride (17 ml) was added isobutyl chlorocarbonate (0.33 ml). The resulting mixture was stirred at -15° C. to -10° C. for 30 minutes and then cooled to -40° C. To the resulting mixture was added a mixture of Z-D-LysOH (1) (725 ml) and bis(trimethylsilyl)acetamide (3 ml) in dimethylformamide (3 ml) and methylene chloride (8 ml) at -40° C. The resulting mixture was stirred at -15° C. to -10° C. f... Reactants: C(C)(=O)O[C@@H](C(=O)NC=1SC=C(N1)CN1CCC(CC1)OC(C1=CC=CC=C1)C1=CC=CC=C1)C (2-((2R)-2-acetoxypropionylamino)-4-[4-(diphenylmethoxy)piperidinomethyl]thiazole), O (water), ice, [OH-].[Na+] (sodium hydroxide). Solvent: CO (methanol). Reaction conditions: time 1 hour. Yields the product C([C@H](O)C)(=O)NC=1SC=C(N1)CN1CCC(CC1)OC(C1=CC=CC=C1)C1=CC=CC=C1 (2-(D-lactoylamino)-4-[4-(diphenylmethoxy)piperidinomethyl]thiazole). Isolated yield 58.8%. As a reaction SMILES: C([O:4][C@H:5]([CH3:35])[C:6]([NH:8][C:9]1[S:10][CH:11]=[C:12]([CH2:14][N:15]2[CH2:20][CH2:19][CH:18]([O:21][CH:22]([C:29]3[CH:34]=[CH:33][CH:32]=[CH:31][CH:30]=3)[C:23]3[CH:28]=[CH:27][CH:26]=[CH:25][CH:24]=3)[CH2:17][CH2:16]2)[N:13]=1)=[O:7])(=O)C.O.[OH-].[Na+]>CO>[C:6]([NH:8][C:9]1[S:10][CH:11]=[C:12]([CH2:14][N:15]2[CH2:16][CH2:17][CH:18]([O:21][CH:22]([C:29]3[CH:30]=[CH:31][CH:32]=[CH:33][CH:34]=3)[C:23]3[CH:24]=[CH:25][CH:26]=[CH:27][CH:28]=3)[CH2:19][CH2:20]2)[N:13]=1)(=[O:7])[C@@H:5]([CH3:35])[OH:4] |f:2.3|. Procedure details: To an ice-cooled mixture of 2-((2R)-2-acetoxypropionylamino)-4-[4-(diphenylmethoxy)piperidinomethyl]thiazole (2.1 g), water (4 ml) and methanol (17 ml) was added dropwise 1N sodium hydroxide solution (3 ml). After the addition had been completed, the reaction mixture was kept at 5° C. for 1 hour and allowed to warm to ambient temperature. After standing overnight at the same temperature, the reaction mixture was concentrated under reduced pressure. The residue was extracted with ethyl acetate. T... Starting materials: S(=O)(Cl)Cl (Thionyl chloride), ClC=1C=C(C=2N(N1)C(=NN2)C)C(=O)O (6-chloro-3-methyl-[1,2,4]triazolo[4,3-b]pyridazine-8-carboxylic acid), CO (MeOH). Conditions: temperature 80 celsius. Product: ClC=1C=C(C=2N(N1)C(=NN2)C)C(=O)OC (methyl 6-chloro-3-methyl-[1,2,4]triazolo[4,3-b]pyridazine-8-carboxylate). Isolated yield 72.0%. RXN SMILES: S(Cl)(Cl)=O.[Cl:5][C:6]1[CH:7]=[C:8]([C:16]([OH:18])=[O:17])[C:9]2[N:10]([C:12]([CH3:15])=[N:13][N:14]=2)[N:11]=1.[CH3:19]O>>[Cl:5][C:6]1[CH:7]=[C:8]([C:16]([O:18][CH3:19])=[O:17])[C:9]2[N:10]([C:12]([CH3:15])=[N:13][N:14]=2)[N:11]=1. Reported procedure: Thionyl chloride (2.0 mL) was added dropwise to a solution of 6-chloro-3-methyl-[1,2,4]triazolo[4,3-b]pyridazine-8-carboxylic acid (4.0 g, 18.5 mmol) in MeOH (100 mL) under cooling in an ice bath. The resulting mixture was stirred at 80° C. for more than 16 h. The reaction mixture was then cooled to room temperature and concentrated, and the crude product was purified by flash chromatography (silica gel, 1% to 10% MeOH in CH2Cl2) to give the methyl 6-chloro-3-methyl-[1,2,4]triazolo[4,3-b]pyridaz... The reactants are CCOCC, CC(=O)O, CO, CCO, CCCOc1cc(CNc2c([N+](=O)[O-])n[nH]c(=O)c2Cl)ccc1OC, [Na+], [Na+], O=C([O-])[O-]. The product is CCCOc1cc(CNc2c(N)n[nH]c(=O)c2Cl)ccc1OC. Reaction SMILES: [CH2:30]([O:31][CH2:32][CH3:33])[CH3:34].[CH3:26][C:27](=[O:28])[OH:29].[CH3:35][OH:36].[CH3:37][CH2:38][OH:39].[Cl:1][c:2]1[c:3](=[O:25])[nH:4][n:5][c:6]([N+:22]([O-:23])=[O:24])[c:7]1[NH:8][CH2:9][c:10]1[cH:11][c:12]([O:18][CH2:19][CH2:20][CH3:21])[c:13]([O:16][CH3:17])[cH:14][cH:15]1.[Na+:40].[Na+:41].[O-:42][C:43](=[O:44])[O-:45]>>[Cl:1][c:2]1[c:3](=[O:25])[nH:4][n:5][c:6]([NH2:22])[c:7]1[NH:8][CH2:9][c:10]1[cH:11][c:12]([O:18][CH2:19][CH2:20][CH3:21])[c:13]([O:16][CH3:17])[cH:14][cH:15]1. Reactants: CCOC(=O)CCc1c(C=O)[nH]c(C(=O)OCC)c1C, C1CCNCC1, CCO, O=C1Cc2cc(Cl)ccc2N1. Yields the product CCOC(=O)CCc1c(C=C2C(=O)Nc3ccc(Cl)cc32)[nH]c(C(=O)OCC)c1C. RXN SMILES: [CH2:1]([CH3:2])[O:3][C:4](=[O:5])[c:6]1[nH:7][c:8]([CH:19]=[O:20])[c:9]([CH2:12][CH2:13][C:14](=[O:15])[O:16][CH2:17][CH3:18])[c:10]1[CH3:11].[CH2:32]1[CH2:33][CH2:34][NH:35][CH2:36][CH2:37]1.[CH3:38][CH2:39][OH:40].[Cl:21][c:22]1[cH:23][c:24]2[c:28]([cH:29][cH:30]1)[NH:27][C:26](=[O:31])[CH2:25]2>>[CH2:1]([CH3:2])[O:3][C:4](=[O:5])[c:6]1[nH:7][c:8]([CH:19]=[C:25]2[c:24]3[cH:23][c:22]([Cl:21])[cH:30][cH:29][c:28]3[NH:27][C:26]2=[O:31])[c:9]([CH2:12][CH2:13][C:14](=[O:15])[O:16][CH2:17][CH3:18])[c:10]1[CH3:11]. The reactants are C[C@]12C(C([C@H](CC1)C2(C)C)=O)=O ((1S,4R)-1,7,7-trimethyl-bicyclo[2.2.1]heptane-2,3-dione), COP(OC)(=O)CC(=O)C1=C(C=C(C(=C1)F)F)Cl ([2-(2-Chloro-4,5-difluoro-phenyl)-2-oxo-ethyl]-phosphonic acid dimethyl ester), O.NN (hydrazine monohydrate). Yields the product ClC1=C(C=C(C(=C1)F)F)C1=NN=C2[C@]3(CC[C@@H](C2=C1)C3(C)C)C ((1S,8R)-5-(2-Chloro-4,5-difluoro-phenyl)-1,11,11-trimethyl-3,4-diaza-tricyclo[6.2.1.02,7]undeca-2,4,6-triene). Reaction SMILES: [CH3:1][C@@:2]12[C:8]([CH3:10])([CH3:9])[C@@H:5]([CH2:6][CH2:7]1)[C:4](=O)[C:3]2=O.COP([CH2:19][C:20]([C:22]1[CH:27]=[C:26]([F:28])[C:25]([F:29])=[CH:24][C:23]=1[Cl:30])=O)(=O)OC.O.[NH2:32][NH2:33]>>[Cl:30][C:23]1[CH:24]=[C:25]([F:29])[C:26]([F:28])=[CH:27][C:22]=1[C:20]1[CH:19]=[C:4]2[C:3]([C@:2]3([CH3:1])[C:8]([CH3:10])([CH3:9])[C@H:5]2[CH2:6][CH2:7]3)=[N:33][N:32]=1 |f:2.3|. Reported procedure: yellow oil. MS (EI): 334.1 (M+). Prepared from (1S,4R)-1,7,7-trimethyl-bicyclo[2.2.1]heptane-2,3-dione, [2-(2-Chloro-4,5-difluoro-phenyl)-2-oxo-ethyl]-phosphonic acid dimethyl ester, hydrazine monohydrate. Reactants: C(C)(C)(C)OC(=O)NC1CCN(CC1)C1=CN=CC(=N1)C1=CN(C2=CC=C(C=C12)[N+](=O)[O-])C(=O)OC(C)(C)C (tert-butyl 3-(6-(4-(tert-butoxycarbonylamino)piperidin-1-yl)pyrazin-2-yl)-5-nitro-1H-indole-1-carboxylate), O.NN (Hydrazine hydrate). Reagents/catalysts: [Ni] (Ni). Solvent: CO (MeOH). Conditions: temperature 50 celsius, time 10 minute. Product: NC=1C=C2C(=CN(C2=CC1)C(=O)OC(C)(C)C)C1=NC(=CN=C1)N1CCC(CC1)NC(=O)OC(C)(C)C (tert-butyl 5-amino-3-(6-(4-(tert-butoxycarbonylamino)piperidin-1-yl)pyrazin-2-yl)-1H-indole-1-carboxylate). The yield is 85.0%. RXN SMILES: [C:1]([O:5][C:6]([NH:8][CH:9]1[CH2:14][CH2:13][N:12]([C:15]2[N:20]=[C:19]([C:21]3[C:29]4[C:24](=[CH:25][CH:26]=[C:27]([N+:30]([O-])=O)[CH:28]=4)[N:23]([C:33]([O:35][C:36]([CH3:39])([CH3:38])[CH3:37])=[O:34])[CH:22]=3)[CH:18]=[N:17][CH:16]=2)[CH2:11][CH2:10]1)=[O:7])([CH3:4])([CH3:3])[CH3:2].O.NN>CO.[Ni]>[NH2:30][C:27]1[CH:28]=[C:29]2[C:24](=[CH:25][CH:26]=1)[N:23]([C:33]([O:35][C:36]([CH3:39])([CH3:38])[CH3:37])=[O:34])[CH:22]=[C:21]2[C:19]1[CH:18]=[N:17][CH:16]=[C:15]([N:12]2[CH2:13][CH2:14][CH:9]([NH:8][C:6]([O:5][C:1]([CH3:4])([CH3:3])[CH3:2])=[O:7])[CH2:10][CH2:11]2)[N:20]=1 |f:1.2|. Reported procedure: To a solution of tert-butyl 3-(6-(4-(tert-butoxycarbonylamino)piperidin-1-yl)pyrazin-2-yl)-5-nitro-1H-indole-1-carboxylate (200 mg, 0.37 mmol) in MeOH (2 mL) was added Raney Ni (30 mg) and then heated at 50° C. for 5 min. Hydrazine hydrate (0.2 mL) was added and the resulting mixture was stirred at the same temperature for another 10 min. The reaction mixture was cooled to RT and filtered off the Raney Ni through Celite. The filtrate was concentrated to obtain the title compound as a pale brown ... Yield: 84.0%. The solvent is CC(=O)C.O (acetone water). Procedure: A solution of 1-(11-Dodecenyl)-3,7-dimethylxanthine (4.70 g, 13.6 mmol), 4-methylmorpholine-N-oxide (4.79 g, 40.7 mmol) and potassium osmate dihydrate (52 mg, 0.14 mmol) in acetone/water 1:2 (75 mL) was stirred for 16 hours. Water (50 mL) and sodium sulfite (5 g) were added and the mixture stirred for 1 hour. The reaction mixture was extracted with dichloromethane (3×100 mL), dried using magnesium sulfate and evaporated to obtain a pale green solid. Recrystallization from hot ethyl acetate yield... Starting materials: C(CCCCCCCCCC=C)N1C(=O)N(C=2N=CN(C2C1=O)C)C (1-(11-Dodecenyl)-3,7-dimethylxanthine), C[N+]1(CCOCC1)[O-] (4-methylmorpholine-N-oxide), potassium osmate dihydrate, O (Water), S(=O)([O-])[O-].[Na+].[Na+] (sodium sulfite). Product: OC(CCCCCCCCCCN1C(=O)N(C=2N=CN(C2C1=O)C)C)CO (1-(11,12-dihydroxydodecyl)-3,7-dimethylxanthine). Reaction conditions: time 1 hour. RXN SMILES: [CH2:1]([N:13]1[C:22](=[O:23])[C:21]2[N:20]([CH3:24])[CH:19]=[N:18][C:17]=2[N:16]([CH3:25])[C:14]1=[O:15])[CH2:2][CH2:3][CH2:4][CH2:5][CH2:6][CH2:7][CH2:8][CH2:9][CH2:10][CH:11]=[CH2:12].C[N+]1([O-])CC[O:30]CC1.[OH2:34].S([O-])([O-])=O.[Na+].[Na+]>CC(C)=O.O>[OH:34][CH:11]([CH2:12][OH:30])[CH2:10][CH2:9][CH2:8][CH2:7][CH2:6][CH2:5][CH2:4][CH2:3][CH2:2][CH2:1][N:13]1[C:22](=[O:23])[C:21]2[N:20]([CH3:24])[CH:19]=[N:18][C:17]=2[N:16]([CH3:25])[C:14]1=[O:15] |f:3.4.5,6.7|. Starting materials: [BH4-].[Na+] (Sodium borohydride), [N+](=O)([O-])C=1C=C(C=CC1)C(CCC(=O)C1=CC(=CC=C1)[N+](=O)[O-])=O (1,4-bis(3-nitrophenyl)butane-1,4-dione). Run in C(C)O (ethanol). Conditions: time 3 hour. Yields the product [N+](=O)([O-])C=1C=C(C=CC1)C(CCC(O)C1=CC(=CC=C1)[N+](=O)[O-])O (1,4-bis(3-nitrophenyl)butane-1,4-diol). Yield: 103.5%. RXN SMILES: [BH4-].[Na+].[N+:3]([C:6]1[CH:7]=[C:8]([C:12](=[O:26])[CH2:13][CH2:14][C:15]([C:17]2[CH:22]=[CH:21][CH:20]=[C:19]([N+:23]([O-:25])=[O:24])[CH:18]=2)=[O:16])[CH:9]=[CH:10][CH:11]=1)([O-:5])=[O:4]>C(O)C>[N+:3]([C:6]1[CH:7]=[C:8]([CH:12]([OH:26])[CH2:13][CH2:14][CH:15]([C:17]2[CH:22]=[CH:21][CH:20]=[C:19]([N+:23]([O-:25])=[O:24])[CH:18]=2)[OH:16])[CH:9]=[CH:10][CH:11]=1)([O-:5])=[O:4] |f:0.1|. Procedure details: Sodium borohydride (0.6173 g, 17.74 mmol) was added to a suspension of Example 55A (2.71 g, 8.26 mmol) in ethanol (150 mL) and stirred at ambient temperature for 3 hours. The reaction was quenched with water (˜50 mL) and concentrated to a paste which was taken up in 1:1 MeOH:THF. This suspension was filtered through a celite plug and concentrated. The residue was taken up in toluene and heated with stirring to form a white paste which was then sonicated and scraped until a filterable solid forme...